From a dataset of the Open Reaction Database (ORD), a public repository of structured organic reaction records. describe an organic reaction: reactants, conditions, products, and yield Reactants: CC(C)(C)OC(=O)C=C(CCCCCCc1ccc2c(n1)NCCC2)OS(=O)(=O)C(F)(F)F, O=C([O-])[O-], O=C([O-])O, Cc1ccccc1, [K+], [K+], [Na+], OB(O)c1cc2ccccc2s1. Product: CC(C)(C)OC(=O)C=C(CCCCCCc1ccc2c(n1)NCCC2)c1cc2ccccc2s1. As a reaction SMILES: [C:1]([CH3:2])([CH3:3])([CH3:4])[O:5][C:6]([CH:7]=[C:8]([CH2:9][CH2:10][CH2:11][CH2:12][CH2:13][CH2:14][c:15]1[n:16][c:17]2[c:22]([cH:23][cH:24]1)[CH2:21][CH2:20][CH2:19][NH:18]2)[O:25][S:26]([C:27]([F:28])([F:29])[F:30])(=[O:31])=[O:32])=[O:33].[C:46](=[O:47])([O-:48])[O-:49].[C:52](=[O:53])([O-:54])[OH:55].[CH3:57][c:58]1[cH:59][cH:60][cH:61][cH:62][cH:63]1.[K+:50].[K+:51].[Na+:56].[s:34]1[c:35]2[c:36]([cH:37][c:38]1[B:39]([OH:40])[OH:41])[cH:42][cH:43][cH:44][cH:45]2>>[C:1]([CH3:2])([CH3:3])([CH3:4])[O:5][C:6]([CH:7]=[C:8]([CH2:9][CH2:10][CH2:11][CH2:12][CH2:13][CH2:14][c:15]1[n:16][c:17]2[c:22]([cH:23][cH:24]1)[CH2:21][CH2:20][CH2:19][NH:18]2)[c:38]1[s:34][c:35]2[c:36]([cH:37]1)[cH:42][cH:43][cH:44][cH:45]2)=[O:33].